From a dataset of the Open Reaction Database (ORD), a public repository of structured organic reaction records. describe an organic reaction: reactants, conditions, products, and yield Starting materials: ice water, C(C)#N (acetonitrile), CC1(OCCO1)CCC(=O)OC (methyl 2-methyl-l,3-dioxolane-2-propionate), C(CC(O)(C(=O)O)CC(=O)O)(=O)O (citric acid), [H-].[Na+] (sodium hydride). Solvent: CN(C)C=O (DMF). Conditions: time 4 hour. Yields the product CC1(OCCO1)CCC(CC#N)=O (2-methyl-β-oxo-1,3-dioxolane-2-pentanenitrile). Reaction SMILES: [C:1](#[N:3])[CH3:2].[CH3:4][C:5]1([CH2:10][CH2:11][C:12](OC)=[O:13])[O:9][CH2:8][CH2:7][O:6]1.[H-].[Na+].C(O)(=O)CC(CC(O)=O)(C(O)=O)O>CN(C=O)C>[CH3:4][C:5]1([CH2:10][CH2:11][C:12](=[O:13])[CH2:2][C:1]#[N:3])[O:9][CH2:8][CH2:7][O:6]1 |f:2.3|. Procedure: An acetonitrile solution (10 ml) containing 5.0 g of methyl 2-methyl-l,3-dioxolane-2-propionate was added dropwise to 10 ml of a DMF suspension containing 2.3 g of 60% sodium hydride, and stirred at room temperature for 4 hours. The reaction mixture was poured into ice water, acidified with a saturated citric acid solution and extracted with ethyl acetate. The organic layer was washed with water and a saturated saline solution and concentrated under reduced pressure. The residue was purified by ... Starting materials: OS(=O)(=O)O (H2SO4), N1=C2C(=NC=C1)SC(=C2)C(=O)O (Thieno[3,2-b]pyrazine-6-carboxylic acid), C(C)O (ethanol), C(=O)([O-])[O-].[Na+].[Na+] (Na2CO3). Conditions: temperature 80 celsius. The product is N1=C2C(=NC=C1)SC(=C2)C(=O)OCC (ethyl thieno[3,2-b]pyrazine-6-carboxylate). The yield is 80.0%. As a reaction SMILES: [N:1]1[CH:6]=[CH:5][N:4]=[C:3]2[S:7][C:8]([C:10]([OH:12])=[O:11])=[CH:9][C:2]=12.OS(O)(=O)=O.C([O-])([O-])=O.[Na+].[Na+].[CH2:24](O)[CH3:25]>>[N:1]1[CH:6]=[CH:5][N:4]=[C:3]2[S:7][C:8]([C:10]([O:12][CH2:24][CH3:25])=[O:11])=[CH:9][C:2]=12 |f:2.3.4|. Procedure: Thieno[3,2-b]pyrazine-6-carboxylic acid (2 g, 11.10 mmol) was dissolved in ethanol (30 mL). Concentrate H2SO4 (5.92 mL, 111 mmol) was slowly added. The resulting mixture was heated at 80° C. overnight. The reaction mixture was cooled en neutralized with saturated Na2CO3 solution. The resulting precipitate was collected to give ethyl thieno[3,2-b]pyrazine-6-carboxylate 86 (1.85 g, 80%) as a brown solid. (m/z)=209 (M+H)+. The reactants are CCCCCC (hexane), C(C1=CC=CC=C1)S (benzyl mercaptan), BrC1=CC=C(C=O)C=C1 (4-bromobenzaldehyde), purified product. Run in C(C)(=O)OCC (ethyl acetate). Product: C(C1=CC=CC=C1)SC1=CC=C(C=O)C=C1 (4-(Benzylthio)benzaldehyde). RXN SMILES: [CH2:1]([SH:8])[C:2]1[CH:7]=[CH:6][CH:5]=[CH:4][CH:3]=1.Br[C:10]1[CH:17]=[CH:16][C:13]([CH:14]=[O:15])=[CH:12][CH:11]=1.CCCCCC>C(OCC)(=O)C>[CH2:1]([S:8][C:10]1[CH:17]=[CH:16][C:13]([CH:14]=[O:15])=[CH:12][CH:11]=1)[C:2]1[CH:7]=[CH:6][CH:5]=[CH:4][CH:3]=1. Procedure details: Title product was prepared from benzyl mercaptan (145 mmol, 17.9 g) and 4-bromobenzaldehyde according to the method of Preparation 1 yielding 4 g of purified product following chromatography on silica gel using 9:1 hexane:ethyl acetate as eluant. Starting materials: C1(CC1)S(=O)(=O)C1=CC=C(C=C1)C(CC1CCOCC1)N1C(=CC=C1)C=1C=C(C=NC1)C(=O)O (5-[(1-[4-(cyclopropylsulfonyl)phenyl]-2-(tetrahydro-2H-pyran-4-yl)ethyl]-1H-pyrrol-2-yl)pyridine-3-carboxylic acid), C(C)OCCN (2-ethoxyethylamine), Cl.CN(CCCN=C=NCC)C (N-[3-(dimethylamino)propyl]-N′-ethylcarbodiimide hydrochloride), ON1N=NC2=C1C=CC=C2 (1-hydroxybenzotriazole), CN(C=O)C (N,N-dimethylformamide). Run in C(C)N(CC)CC (triethylamine), O (Water). Conditions: time 16 hour. Yields the product C1(CC1)S(=O)(=O)C1=CC=C(C=C1)C(CC1CCOCC1)C1=CC=C(N1)C1=CC=C(C=N1)C(=O)NCCOCC (6-(5-{1-[4-(cyclopropylsulfonyl)phenyl]-2-(tetrahydro-2H-pyran-4-yl)ethyl}-1H-pyrrol-2-yl)-N-(2-ethoxyethyl)pyridine-3-carboxamide). Isolated yield 15.0%. As a reaction SMILES: [CH:1]1([S:4]([C:7]2[CH:12]=[CH:11][C:10]([CH:13](N3C=CC=C3C3C=C(C(O)=O)C=NC=3)[CH2:14][CH:15]3[CH2:20][CH2:19][O:18][CH2:17][CH2:16]3)=[CH:9][CH:8]=2)(=[O:6])=[O:5])[CH2:3][CH2:2]1.[CH2:35]([O:37][CH2:38][CH2:39]N)C.Cl.CN(C)[CH2:44][CH2:45][CH2:46]N=C=NCC.O[N:54]1[C:58]2[CH:59]=[CH:60][CH:61]=[CH:62][C:57]=2[N:56]=N1.[CH3:63][N:64](C)[CH:65]=[O:66]>O.C(N(CC)CC)C>[CH:1]1([S:4]([C:7]2[CH:12]=[CH:11][C:10]([CH:13]([C:44]3[NH:54][C:58]([C:57]4[N:56]=[CH:59][C:60]([C:65]([NH:64][CH2:63][CH2:35][O:37][CH2:38][CH3:39])=[O:66])=[CH:61][CH:62]=4)=[CH:46][CH:45]=3)[CH2:14][CH:15]3[CH2:16][CH2:17][O:18][CH2:19][CH2:20]3)=[CH:9][CH:8]=2)(=[O:6])=[O:5])[CH2:3][CH2:2]1 |f:2.3|. Procedure: To a solution of 6-(5-[(1-[4-(cyclopropylsulfonyl)phenyl]-2-(tetrahydro-2H-pyran-4-yl)ethyl]-1H-pyrrol-2-yl)pyridine-3-carboxylic acid (0.170 g) in N,N-dimethylformamide (5 mL) were added 2-ethoxyethylamine (0.056 mL), triethylamine (0.247 mL), N-[3-(dimethylamino)propyl]-N′-ethylcarbodiimide hydrochloride (101 mg) and 1-hydroxybenzotriazole (81 mg), and the mixture was stirred at room temperature for 16 hr. Water was added to the reaction mixture, and the mixture was extracted with ethyl acetat...